From a dataset of the Open Reaction Database (ORD), a public repository of structured organic reaction records. describe an organic reaction: reactants, conditions, products, and yield Reactants: OC(C(=O)OCC)C(C1=CC=CC=C1)N(C1=CC=CC=C1)C (ethyl (2RS,3RS)-2-hydroxy-3-[methyl(phenyl)amino]-3-phenylpropanoate), CN (methylamine). Run at temperature 80 celsius, time 5 hour. The product is OC(C(=O)NC)C(C1=CC=CC=C1)N(C1=CC=CC=C1)C ((2RS,3RS)-2-hydroxy-N-methyl-3-[methyl(phenyl)amino]-3-phenylpropanamide). Isolated yield 99.0%. As a reaction SMILES: [OH:1][CH:2]([CH:8]([N:15]([CH3:22])[C:16]1[CH:21]=[CH:20][CH:19]=[CH:18][CH:17]=1)[C:9]1[CH:14]=[CH:13][CH:12]=[CH:11][CH:10]=1)[C:3](OCC)=[O:4].[CH3:23][NH2:24]>>[OH:1][CH:2]([CH:8]([N:15]([CH3:22])[C:16]1[CH:21]=[CH:20][CH:19]=[CH:18][CH:17]=1)[C:9]1[CH:14]=[CH:13][CH:12]=[CH:11][CH:10]=1)[C:3]([NH:24][CH3:23])=[O:4]. Reported procedure: A mixture of ethyl (2RS,3RS)-2-hydroxy-3-[methyl(phenyl)amino]-3-phenylpropanoate (Example 1, Step 1, 375 mg, 1.25 mmol) and ethanolic methylamine solution (33 weight % in absolute ethanol, 5 mL) was stirred at 80° C. in a sealed tube for 5 hours. After cooling, all volatiles were removed under reduced pressure. The resulting solid was recrystallized (warm chloroform/hexane/−25° C.) to yield 350 mg (99%) (2RS,3RS)-2-hydroxy-N-methyl-3-[methyl(phenyl)amino]-3-phenylpropanamide as white needles. M...